This data is from the Open Reaction Database (ORD), a public repository of structured organic reaction records. The task is: describe an organic reaction: reactants, conditions, products, and yield Reactants: BrC=1N=C(C=2N(C1)C(=CN2)I)SC (6-bromo-3-iodo-8-methylsulfanyl-imidazo[1,2-a]pyrazine), C(C)(=O)OCC (ethyl acetate), P(=O)([O-])([O-])[O-].[K+].[K+].[K+] (tripotassium phosphate), C1(CC1)NC(=O)C1=CC=C(C=C1)B(O)O ([4-[(cyclopropylamino)carbonyl]phenyl]-boronic acid). The reagents and catalysts are C1=CC=C(C=C1)P([C-]2C=CC=C2)C3=CC=CC=C3.C1=CC=C(C=C1)P([C-]2C=CC=C2)C3=CC=CC=C3.Cl[Pd]Cl.[Fe+2] (Pd(dppf)Cl2). Run in C1CCOC1 (THF), O (water). Reaction conditions: temperature 45 celsius, time 8 hour. The product is BrC=1N=C(C=2N(C1)C(=CN2)C2=CC=C(C(=O)NC1CC1)C=C2)SC (4-(6-bromo-8-methylsulfanyl-imidazo[1,2-a]pyrazin-3-yl)-N-cyclopropyl-benzamide). The yield is 56.2%. As a reaction SMILES: [Br:1][C:2]1[N:3]=[C:4]([S:12][CH3:13])[C:5]2[N:6]([C:8](I)=[CH:9][N:10]=2)[CH:7]=1.P([O-])([O-])([O-])=O.[K+].[K+].[K+].[CH:22]1([NH:25][C:26]([C:28]2[CH:33]=[CH:32][C:31](B(O)O)=[CH:30][CH:29]=2)=[O:27])[CH2:24][CH2:23]1.C(OCC)(=O)C>C1COCC1.O.C1C=CC(P(C2C=CC=CC=2)[C-]2C=CC=C2)=CC=1.C1C=CC(P(C2C=CC=CC=2)[C-]2C=CC=C2)=CC=1.Cl[Pd]Cl.[Fe+2]>[Br:1][C:2]1[N:3]=[C:4]([S:12][CH3:13])[C:5]2[N:6]([C:8]([C:31]3[CH:32]=[CH:33][C:28]([C:26]([NH:25][CH:22]4[CH2:23][CH2:24]4)=[O:27])=[CH:29][CH:30]=3)=[CH:9][N:10]=2)[CH:7]=1 |f:1.2.3.4,9.10.11.12|. Procedure details: To a stirred solution of intermediate example 3-1 6-bromo-3-iodo-8-methylsulfanyl-imidazo[1,2-a]pyrazine (25.00 g, 67.6 mmol) in THF (214 mL) and water (100 mL) was subsequently added 43 g tripotassium phosphate (203 mmol, 3 eq), 18.01 g [4-[(cyclopropylamino)carbonyl]phenyl]-boronic acid (87.8 mmol, 1.3 eq) and 5.52 g Pd(dppf)Cl2 (6.8 mmol, 0.1 eq) in one portion at rt under argon atmosphere. After stirring overnight at 45° C., ethyl acetate was added and the organic phase was washed with sat. ... Reactants: ClC=1N=CC2=C(N1)SC=C2C2=CC=CC=C2 (2-Chloro-5-phenyl-thieno[2,3-d]pyrimidine), N1(CCCC1)CCOCC1CCNCC1 (4-(2-pyrrolidin-1-ylethoxymethyl)piperidine), C([O-])([O-])=O.[K+].[K+] (potassium carbonate). Run in C(C)#N (acetonitrile), C(Cl)Cl (DCM). Reaction conditions: temperature 150 celsius. Product: C1(=CC=CC=C1)C1=CSC=2N=C(N=CC21)N2CCC(CC2)COCCN2CCCC2 (5-phenyl-2-[4-(2-pyrrolidin-1-ylethoxymethyl)-1-piperidyl]thieno[2,3-d]pyrimidine). Isolated yield 26.0%. Reaction SMILES: Cl[C:2]1[N:3]=[CH:4][C:5]2[C:10]([C:11]3[CH:16]=[CH:15][CH:14]=[CH:13][CH:12]=3)=[CH:9][S:8][C:6]=2[N:7]=1.[N:17]1([CH2:22][CH2:23][O:24][CH2:25][CH:26]2[CH2:31][CH2:30][NH:29][CH2:28][CH2:27]2)[CH2:21][CH2:20][CH2:19][CH2:18]1.C(=O)([O-])[O-].[K+].[K+]>C(#N)C.C(Cl)Cl>[C:11]1([C:10]2[C:5]3[CH:4]=[N:3][C:2]([N:29]4[CH2:30][CH2:31][CH:26]([CH2:25][O:24][CH2:23][CH2:22][N:17]5[CH2:21][CH2:20][CH2:19][CH2:18]5)[CH2:27][CH2:28]4)=[N:7][C:6]=3[S:8][CH:9]=2)[CH:16]=[CH:15][CH:14]=[CH:13][CH:12]=1 |f:2.3.4|. Procedure: 2-Chloro-5-phenyl-thieno[2,3-d]pyrimidine (150 mg, 0.61 mmol), 4-(2-pyrrolidin-1-ylethoxymethyl)piperidine (293 mg, 0.92 mmol) and potassium carbonate (253 mg, 1.83 mmol) were combined in acetonitrile (2 mL) and heated in the microwave at 150° C. for 30 minutes. The reaction mixture was diluted with DCM (10 mL), washed with water (10 mL), dried over Na2SO4 and concentrated at reduced pressure. The resulting residue was purified by basic prep HPLC to afford 5-phenyl-2-[4-(2-pyrrolidin-1-ylethoxym...